describe an organic reaction: reactants, conditions, products, and yield From a dataset of the Open Reaction Database (ORD), a public repository of structured organic reaction records. The reactants are N1=CN=C(C=C1)C(CC(=O)OCC)=O (ethyl 3-(4-pyrimidinyl)-3-oxopropionate), N=1CC=CC=CC1N (2H-azepin-7-amine), Cl (monohydrochloride), C([O-])([O-])=O.[K+].[K+] (potassium carbonate). Solvent: C(C)O (ethanol). Run at time 10 minute. Product: N1=CN=C(C=C1)C=1N=C2N(CCCCC2)C(C1)=O (2-Pyrimidin-4-yl-7,8,9,10-tetrahydro-6H-pyrimido[1,2-α]azepin-4-one). Isolated yield 28.7%. Reaction SMILES: [N:1]1[CH2:2][CH:3]=[CH:4][CH:5]=[CH:6][C:7]=1[NH2:8].Cl.C(=O)([O-])[O-].[K+].[K+].[N:16]1[CH:21]=[CH:20][C:19]([C:22](=O)[CH2:23][C:24](OCC)=[O:25])=[N:18][CH:17]=1>C(O)C>[N:16]1[CH:21]=[CH:20][C:19]([C:22]2[N:8]=[C:7]3[CH2:6][CH2:5][CH2:4][CH2:3][CH2:2][N:1]3[C:24](=[O:25])[CH:23]=2)=[N:18][CH:17]=1 |f:2.3.4|. Reported procedure: To a suspension of 77.9 g (524.1 mmol) of 2H-azepin-7-amine, 3,4,5,6-tetrahydro, monohydrochloride (synthesis as described in WO96/14844 or in Journal of Medicinal Chemistry (1998), 41(9), 1361-1366) in 390 mL of ethanol was added 72.4 g (524.1 mmol) of potassium carbonate. The reaction mixture was stirred at room temperature for 10 min, 101.7 g (524.1 mmol) of ethyl 3-(4-pyrimidinyl)-3-oxopropionate was added and the resulting mixture was stirred under reflux for 16 h. The cooled solution was e... The reactants are [K+], COc1ccc(C(=O)[O-])c(C)c1[N+](=O)[O-], C1CCOC1, [OH-]. The product is COc1ccc(C(=O)O)cc1[N+](=O)[O-]. As a reaction SMILES: [K+:17].[N+:1](=[O:2])([O-:3])[c:4]1[c:5]([CH3:15])[c:6]([C:7](=[O:8])[O-:9])[cH:10][cH:11][c:12]1[O:13][CH3:14].[O:18]1[CH2:19][CH2:20][CH2:21][CH2:22]1.[OH-:16]>>[N+:1](=[O:2])([O-:3])[c:4]1[cH:5][c:6]([C:7](=[O:8])[OH:9])[cH:10][cH:11][c:12]1[O:13][CH3:14]. The reactants are NC1=C(N=NC2=C(C=C(C=C12)F)C1=C(C=C2C=NNC2=C1)C)C(=O)N (4-amino-6-fluoro-8-(5-methyl-1H-indazol-6-yl)cinnoline-3-carboxamide), CCN(C(C)C)C(C)C (DIPEA), N1CCOCC1 (morpholine). Solvent: CC(=O)N(C)C (DMA). Conditions: temperature 140 celsius. Product: NC1=C(N=NC2=C(C=C(C=C12)N1CCOCC1)C1=C(C=C2C=NNC2=C1)C)C(=O)N (4-amino-8-(5-methyl-1H-indazol-6-yl)-6-morpholinocinnoline-3-carboxamide). The yield is 25.2%. RXN SMILES: [NH2:1][C:2]1[C:11]2[C:6](=[C:7]([C:13]3[CH:21]=[C:20]4[C:16]([CH:17]=[N:18][NH:19]4)=[CH:15][C:14]=3[CH3:22])[CH:8]=[C:9](F)[CH:10]=2)[N:5]=[N:4][C:3]=1[C:23]([NH2:25])=[O:24].CCN(C(C)C)C(C)C.[NH:35]1[CH2:40][CH2:39][O:38][CH2:37][CH2:36]1>CC(N(C)C)=O>[NH2:1][C:2]1[C:11]2[C:6](=[C:7]([C:13]3[CH:21]=[C:20]4[C:16]([CH:17]=[N:18][NH:19]4)=[CH:15][C:14]=3[CH3:22])[CH:8]=[C:9]([N:35]3[CH2:40][CH2:39][O:38][CH2:37][CH2:36]3)[CH:10]=2)[N:5]=[N:4][C:3]=1[C:23]([NH2:25])=[O:24]. Procedure: A mixture of 4-amino-6-fluoro-8-(5-methyl-1H-indazol-6-yl)cinnoline-3-carboxamide (200 mg, 0.59 mmol), DIPEA (1000 mg), morpholine (500 mg,) and DMA (4 mL) was heated at 140° C. in a microwave under N2 for 3 hours. The mixture was cooled, concentrated, and purified via preparative HPLC to give the title compound (60 mg, 25%). 1H NMR (400 MHz, DMSO-d6) δ ppm 12.95 (1H, s), 8.93 (1H, br s), 8.30 (1H, d, J=2.4 Hz), 8.03 (1H, s), 7.81 (1H, br s), 7.60 (1H, s), 7.54-7.51 (3H, m), 7.35 (1H, s), 3.79 (... The reactants are FC1=CC=C(C=C1)C1=CC2(CCN(CC2)C2=NN=C(S2)C=2N=NN(N2)CC(=O)OCC)OC2=CC=CC=C12 (Ethyl 2-(5-(5-(4-(4-fluorophenyl)spiro[chromene-2,4′-piperidine]-1′-yl)-1,3,4-thiadiazol-2-yl)-2H-tetrazol-2-yl)acetate), FC1=CC=C(C=C1)C1=CC2(CCNCC2)OC2=CC=CC=C12 (4-(4-fluorophenyl)spiro[chromene-2,4′-piperidine]), Intermediate 2, C(=O)([O-])[O-].[K+].[K+] (K2CO3). Solvent: COCCOC (DME), C(Cl)Cl (DCM). Conditions: temperature 81 celsius, time 1.5 hour. Product: FC1=CC=C(C=C1)C1=CC2(CCN(CC2)C2=NN=C(S2)C=2N=NN(N2)CC(=O)O)OC2=CC=CC=C12 (2-(5-(5-(4-(4-Fluorophenyl)spiro[chromene-2,4′-piperidine]-1′-yl)-1,3,4-thiadiazol-2-yl)-2H-tetrazol-2-yl)acetic acid). As a reaction SMILES: [F:1][C:2]1[CH:7]=[CH:6][C:5]([C:8]2[C:38]3[C:33](=[CH:34][CH:35]=[CH:36][CH:37]=3)[O:32][C:10]3([CH2:15][CH2:14][N:13]([C:16]4[S:20][C:19]([C:21]5[N:22]=[N:23][N:24]([CH2:26][C:27]([O:29]CC)=[O:28])[N:25]=5)=[N:18][N:17]=4)[CH2:12][CH2:11]3)[CH:9]=2)=[CH:4][CH:3]=1.FC1C=CC(C2C3C(=CC=CC=3)OC3(CCNCC3)C=2)=CC=1.C([O-])([O-])=O.[K+].[K+]>COCCOC.C(Cl)Cl>[F:1][C:2]1[CH:7]=[CH:6][C:5]([C:8]2[C:38]3[C:33](=[CH:34][CH:35]=[CH:36][CH:37]=3)[O:32][C:10]3([CH2:15][CH2:14][N:13]([C:16]4[S:20][C:19]([C:21]5[N:22]=[N:23][N:24]([CH2:26][C:27]([OH:29])=[O:28])[N:25]=5)=[N:18][N:17]=4)[CH2:12][CH2:11]3)[CH:9]=2)=[CH:4][CH:3]=1 |f:2.3.4|. Reported procedure: Ethyl 2-(5-(5-(4-(4-fluorophenyl)spiro[chromene-2,4′-piperidine]-1′-yl)-1,3,4-thiadiazol-2-yl)-2H-tetrazol-2-yl)acetate A mixture of 4-(4-fluorophenyl)spiro[chromene-2,4′-piperidine] (171 mg, 0.58 mmol) (Example 6, Step 2), Intermediate 2 (203 mg, 0.64 mmol) and K2CO3 (144 mg, 1.04 mmol) was suspended in dry DME (3 mL). The reaction mixture was stirred under N2 at an external temperature of 81° C. for 1.5 h. Then the reaction mixture was cooled down to room temperature, diluted with DCM (5 mL), ... Reactants: O=C([O-])[O-], Cc1ccccc1, OB(O)C1CC1, CN1CCC(COCc2cc(C(F)(F)F)cc(Cl)n2)(c2ccc(F)cc2)CC1, [Cs+], [Cs+]. The product is CN1CCC(COCc2cc(C(F)(F)F)cc(C3CC3)n2)(c2ccc(F)cc2)CC1. Reaction SMILES: [C:35](=[O:36])([O-:37])[O-:38].[CH3:41][c:42]1[cH:43][cH:44][cH:45][cH:46][cH:47]1.[CH:29]1([B:32]([OH:33])[OH:34])[CH2:30][CH2:31]1.[Cl:1][c:2]1[n:3][c:4]([CH2:12][O:13][CH2:14][C:15]2([c:22]3[cH:23][cH:24][c:25]([F:28])[cH:26][cH:27]3)[CH2:16][CH2:17][N:18]([CH3:21])[CH2:19][CH2:20]2)[cH:5][c:6]([C:8]([F:9])([F:10])[F:11])[cH:7]1.[Cs+:39].[Cs+:40]>>[c:2]1([CH:29]2[CH2:30][CH2:31]2)[n:3][c:4]([CH2:12][O:13][CH2:14][C:15]2([c:22]3[cH:23][cH:24][c:25]([F:28])[cH:26][cH:27]3)[CH2:16][CH2:17][N:18]([CH3:21])[CH2:19][CH2:20]2)[cH:5][c:6]([C:8]([F:9])([F:10])[F:11])[cH:7]1. Starting materials: N1C=CC2=CC=CC=C12 (indole), [OH-].[K+] (potassium hydroxide), C(CCCCCCC)Br (octylbromide). The reagents and catalysts are C1COCCOCCOCCOCCOCCO1 (18-crown-6 ether). Solvent: C1=CC=CC=C1 (benzene), C1=CC=CC=C1 (benzene). Conditions: time 2 hour. The product is C(CCCCCCC)N1C=CC2=CC=CC=C12 (1-octylindole). Isolated yield 72.3%. RXN SMILES: [NH:1]1[C:9]2[C:4](=[CH:5][CH:6]=[CH:7][CH:8]=2)[CH:3]=[CH:2]1.[OH-].[K+].[CH2:12](Br)[CH2:13][CH2:14][CH2:15][CH2:16][CH2:17][CH2:18][CH3:19]>C1C=CC=CC=1.C1OCCOCCOCCOCCOCCOC1>[CH2:12]([N:1]1[C:9]2[C:4](=[CH:5][CH:6]=[CH:7][CH:8]=2)[CH:3]=[CH:2]1)[CH2:13][CH2:14][CH2:15][CH2:16][CH2:17][CH2:18][CH3:19] |f:1.2|. Procedure: A mixture of indole (1) (0.03 mole, 3.51 g), potassium hydroxide (0.03 mole, 1.97 g) powdered in a mortar, and 18-crown-6 ether (0.001 mole, 250 mg) in benzene (20 cm3) is heated under reflux with vigorous stirring for two hours. A solution of octylbromide (2a), (0.04 mole, 7.72 g) in benzene (10 cm3) is added and reflux is maintained for an additional four hours. The reaction is monitored by TLC and the reaction mixture is filtered on Celite. Evaporation of the solvent yields an orange liquid w... Reactants: ClC(CC1(CCCC1)C(=O)OC)=O (methyl 1-(2-chloro-2-oxoethyl)cyclopentanecarboxylate), [Cl-].[Cl-].[Cl-].[Al+3] (aluminum trichloride), Cl (hydrochloric acid), BrC1=CC=CC=C1 (bromobenzene). Solvent: ClCCl (dichloromethane), O (Water), C(C)(=O)OCC (ethyl acetate). Run at temperature 0 celsius, time 1 hour. The product is BrC1=CC=C(C=C1)C(CC1(CCCC1)C(=O)OC)=O (methyl 1-[2-(4-bromophenyl)-2-oxoethyl]cyclopentane carboxylate), solid. Isolated yield 30.0%. Reaction SMILES: Cl[C:2](=[O:13])[CH2:3][C:4]1([C:9]([O:11][CH3:12])=[O:10])[CH2:8][CH2:7][CH2:6][CH2:5]1.[Br:14][C:15]1[CH:20]=[CH:19][CH:18]=[CH:17][CH:16]=1.[Cl-].[Cl-].[Cl-].[Al+3].Cl>C(OCC)(=O)C.O.ClCCl>[Br:14][C:15]1[CH:20]=[CH:19][C:18]([C:2](=[O:13])[CH2:3][C:4]2([C:9]([O:11][CH3:12])=[O:10])[CH2:8][CH2:7][CH2:6][CH2:5]2)=[CH:17][CH:16]=1 |f:2.3.4.5|. Reported procedure: To a 150 mL flask was added dichloromethane (70 mL), methyl 1-(2-chloro-2-oxoethyl)cyclopentanecarboxylate] (3.50 g, 16.8 mmol) [prepared as described by Bajaj, et al., J. Indian Chem. Soc. 52:1076-78, 1975] and bromobenzene (2.77 g, 17.6 mmol), and the reaction mixture cooled to 0° C. before aluminum trichloride (4.77 g, 35.7 mmol) was slowly added. The mixture was stirred for 1 h at 0° C., then for 12 h at rt. The reaction mixture was slowly poured into 50 mL chilled (0° C.) 1 N aqueous hydroc...